Dataset: the Open Reaction Database (ORD), a public repository of structured organic reaction records. Task: describe an organic reaction: reactants, conditions, products, and yield Starting materials: ClC=1C=C(CNC2=CC=CC(=N2)C2=NN(C3=NC(=NC=C32)NCCN3CCOCC3)COCC[Si](C)(C)C)C=CC1 ([3-[6-(3-chloro-benzylamino)-pyridin-2-yl]-1-(2-trimethylsilanyl-ethoxymethyl)-1H-pyrazolo[3,4-d]pyrimidin-6-yl]-(2-morpholin-4-yl-ethyl)-amine), C(=O)(C(F)(F)F)O (TFA), C(=O)(O)[O-].[Na+] (NaHCO3). Solvent: ClCCl (dichloromethane). Conditions: time 2 hour. The product is ClC=1C=C(CNC2=CC=CC(=N2)C2=NNC3=NC(=NC=C32)NCCN3CCOCC3)C=CC1 ({3-[6-(3-chloro-benzylamino)-pyridin-2-yl]-1H-pyrazolo[3,4-d]pyrimidin-6-yl}-(2-morpholin-4-yl-ethyl)-amine). RXN SMILES: [Cl:1][C:2]1[CH:3]=[C:4]([CH:39]=[CH:40][CH:41]=1)[CH2:5][NH:6][C:7]1[N:12]=[C:11]([C:13]2[C:21]3[C:16](=[N:17][C:18]([NH:22][CH2:23][CH2:24][N:25]4[CH2:30][CH2:29][O:28][CH2:27][CH2:26]4)=[N:19][CH:20]=3)[N:15](COCC[Si](C)(C)C)[N:14]=2)[CH:10]=[CH:9][CH:8]=1.C(O)(C(F)(F)F)=O.C([O-])(O)=O.[Na+]>ClCCl>[Cl:1][C:2]1[CH:3]=[C:4]([CH:39]=[CH:40][CH:41]=1)[CH2:5][NH:6][C:7]1[N:12]=[C:11]([C:13]2[C:21]3[C:16](=[N:17][C:18]([NH:22][CH2:23][CH2:24][N:25]4[CH2:26][CH2:27][O:28][CH2:29][CH2:30]4)=[N:19][CH:20]=3)[NH:15][N:14]=2)[CH:10]=[CH:9][CH:8]=1 |f:2.3|. Procedure: To a solution of [3-[6-(3-chloro-benzylamino)-pyridin-2-yl]-1-(2-trimethylsilanyl-ethoxymethyl)-1H-pyrazolo[3,4-d]pyrimidin-6-yl]-(2-morpholin-4-yl-ethyl)-amine (110 mg, 0.185 mmol) in dichloromethane (2.5 mL) was added TFA (2.5 mL). The reaction mixture was stirred for 2 hours at room temperature. The pH of the mixture was adjusted to about 8 with saturated NaHCO3 solution. The resulting mixture was extracted with ethyl acetate. The organic layer was dried and concentrated under reduced pressur... RXN SMILES: [CH3:1][O:2][C:3]1[CH:8]=[CH:7][C:6]([C@:9]2([OH:24])[CH2:17][C@H:16]3[C@@:12]([CH3:23])([C@@H:13]([O:18][C:19]([CH3:22])([CH3:21])[CH3:20])[CH2:14][CH2:15]3)[CH2:11][CH2:10]2)=[CH:5][CH:4]=1.C[S-].[Na+].O>CN(C)C=O>[CH3:1][O:2][C:3]1[CH:4]=[CH:5][C:6]([C@:9]2([OH:24])[CH2:17][C@H:16]3[C@@:12]([CH3:23])([C@@H:13]([O:18][C:19]([CH3:21])([CH3:20])[CH3:22])[CH2:14][CH2:15]3)[CH2:11][CH2:10]2)=[CH:7][CH:8]=1.[CH3:1][O:2][C:3]1[CH:4]=[CH:5][C:6]([C@@:9]2([OH:24])[CH2:17][C@H:16]3[C@@:12]([CH3:23])([C@@H:13]([O:18][C:19]([CH3:21])([CH3:20])[CH3:22])[CH2:14][CH2:15]3)[CH2:11][CH2:10]2)=[CH:7][CH:8]=1 |f:1.2|. Procedure: The solution of 5.45 g (16.4 mmol) of compound A, presented according to Example 1a, in 70 ml of anhydrous dimethylformamide is mixed under an atmosphere of dry argon with 5.65 g of sodium methanethiolate, and it is heated for about 5 hours to 170° C. After cooling, it is poured into water, extracted several times with ethyl acetate, the combined organic extracts are washed with saturated sodium chloride solution and dried on sodium sulfate. The residue that is obtained after filtration and remo... Solvent: CN(C=O)C (dimethylformamide). Yields the product COC1=CC=C(C=C1)[C@]1(CC[C@@]2([C@H](CC[C@H]2C1)OC(C)(C)C)C)O ((1S,4R,6S,9S)-4-(4-Methoxyphenyl)-4-hydroxy-1-methyl-9-tert-butyloxy-bicyclo[4.3.0]nonane), COC1=CC=C(C=C1)[C@@]1(CC[C@@]2([C@H](CC[C@H]2C1)OC(C)(C)C)C)O ((1S,4S,6S,9S)-4-(4-methoxyphenyl)-4-hydroxy-l-methyl-9-tert-butyloxy-bicyclo[4.3.0]nonane). Starting materials: O (water), COC1=CC=C(C=C1)[C@]1(CC[C@@]2([C@H](CC[C@H]2C1)OC(C)(C)C)C)O ((1S,4R,6S,9S)-4-(4-Methoxyphenyl)-4-hydroxy-1-methyl-9-tert-butyloxy-bicyclo[4.3.0]nonane), C[S-].[Na+] (sodium methanethiolate). Starting materials: FC1(OC(=C(OC1(F)F)F)F)C(F)(F)F (perfluoro-2-methyl-2,3-dihydro-1,4-dioxin), FC(=C(F)F)F (tetrafluoroethylene), FC1(OC(=C(OC1(F)F)F)F)C(F)(F)F (perfluoro-2-methyl-2,3-dihydro-1,4-dioxin), FC1(OC(=C(OC1(F)F)F)F)C(F)(F)F (perfluoro-2-methyl-2,3-dihydro-1,4-dioxin). Reagents/catalysts: FC(C(=O)OOC(C(C(F)(F)F)(F)F)=O)(C(F)(F)F)F (perfluoropropionyl peroxide). Solvent: C(F)(Cl)(Cl)C(F)(F)Cl (CFCl2CF2Cl), C(F)(Cl)(Cl)C(F)(F)Cl (CFCl2CF2Cl). Run at time 2 minute. Yields the product FC1(OC(=C(OC1(F)F)C(F)(F)F)F)F (Perfluoro-5-methyl-2,3-dihydro-1,4-dioxin). As a reaction SMILES: F[C:2]1([C:12]([F:15])([F:14])[F:13])[C:7](F)([F:8])[O:6]C(F)=C(F)[O:3]1.[F:16][C:17]([F:21])=[C:18]([F:20])[F:19]>FC(F)(C(F)(F)F)C(OOC(=O)C(F)(F)C(F)(F)F)=O.C(C(Cl)(F)F)(Cl)(Cl)F>[F:16][C:17]1([F:21])[C:18]([F:20])([F:19])[O:3][C:2]([C:12]([F:15])([F:14])[F:13])=[C:7]([F:8])[O:6]1. Procedure: A 240 mL s.s-lined tube was charged with 5.0 g (21 mmol) of monomer 14, 50 mL of CFCl2CF2Cl, 5 mL of cold 3% perfluoropropionyl peroxide catalyst in CFCl2CF2Cl, and 30 g (0.30 mol) of tetrafluoroethylene. The tube was agitated as the mixture warmed; at 20° C., a rapid exotherm carried to 55° C. while the pressure fell to 0 psig. The solid, white polymeric product was heated under vacuum to constant weight, 29.2 g. Analysis of the volatiles by GC indicated the presence of about 1.5 g (30%) of rec... Starting materials: O=C1OC(=O)C2CCCC1N2C(=O)OCc1ccccc1, NCCOCc1ccccc1, CC(=O)OC(C)=O, C1COCCO1. Product: O=C1C2CCCC(C(=O)N1CCOCc1ccccc1)N2C(=O)OCc1ccccc1. RXN SMILES: [CH2:1]([c:2]1[cH:3][cH:4][cH:5][cH:6][cH:7]1)[O:8][C:9](=[O:10])[N:11]1[CH:12]2[C:13](=[O:21])[O:14][C:15](=[O:20])[CH:16]1[CH2:17][CH2:18][CH2:19]2.[CH2:22]([c:23]1[cH:24][cH:25][cH:26][cH:27][cH:28]1)[O:29][CH2:30][CH2:31][NH2:32].[CH3:33][C:34]([O:35][C:36](=[O:37])[CH3:38])=[O:39].[O:40]1[CH2:41][CH2:42][O:43][CH2:44][CH2:45]1>>[CH2:1]([c:2]1[cH:3][cH:4][cH:5][cH:6][cH:7]1)[O:8][C:9](=[O:10])[N:11]1[CH:12]2[C:13](=[O:21])[N:32]([CH2:31][CH2:30][O:29][CH2:22][c:23]3[cH:24][cH:25][cH:26][cH:27][cH:28]3)[C:15](=[O:20])[CH:16]1[CH2:17][CH2:18][CH2:19]2.